Dataset: the Open Reaction Database (ORD), a public repository of structured organic reaction records. Task: describe an organic reaction: reactants, conditions, products, and yield Reactants: C(C)(C)(C)NC1=NC=CC=C1C1=NN=NN1C1=C(C(=C(C=C1)CC)F)F (N-tert-Butyl-3-(1-(4-ethyl-2,3-difluorophenyl)-1H-tetrazol-5-yl)pyridin-2-amine), C1CC(=O)N(C1=O)Br (NBS). The product is C(C)(C)(C)NC1=NC=C(C=C1C1=NN=NN1C1=C(C(=C(C=C1)CC)F)F)Br (N-tert-butyl-5-bromo-3-(1-(4-ethyl-2,3-difluorophenyl)-1H-tetrazol-5-yl)pyridin-2-amine). Reaction SMILES: [C:1]([NH:5][C:6]1[C:11]([C:12]2[N:16]([C:17]3[CH:22]=[CH:21][C:20]([CH2:23][CH3:24])=[C:19]([F:25])[C:18]=3[F:26])[N:15]=[N:14][N:13]=2)=[CH:10][CH:9]=[CH:8][N:7]=1)([CH3:4])([CH3:3])[CH3:2].C1C(=O)N([Br:34])C(=O)C1>>[C:1]([NH:5][C:6]1[C:11]([C:12]2[N:16]([C:17]3[CH:22]=[CH:21][C:20]([CH2:23][CH3:24])=[C:19]([F:25])[C:18]=3[F:26])[N:15]=[N:14][N:13]=2)=[CH:10][C:9]([Br:34])=[CH:8][N:7]=1)([CH3:2])([CH3:4])[CH3:3]. Reported procedure: Compound 1082 can be further reacted with NBS according to procedures analogous to those provided herein to provide N-tert-butyl-5-bromo-3-(1-(4-ethyl-2,3-difluorophenyl)-1H-tetrazol-5-yl)pyridin-2-amine (Compound 1083).